From a dataset of the Open Reaction Database (ORD), a public repository of structured organic reaction records. describe an organic reaction: reactants, conditions, products, and yield The reactants are ( a ), C(C)OC=C(C(=O)OCC)C(=O)OCC (diethyl ethoxymethylenemalonate), C1(=CC=CC=C1)CC(=N)N (phenylacetamidine). Product: title compound, C(C1=CC=CC=C1)C1=NC=C(C(=N1)O)C(=O)OCC (ethyl 2-benzyl-4-hydroxypyrimidine-5-carboxylate). Yield: 40.0%. Reaction SMILES: C(O[CH:4]=[C:5]([C:11]([O:13]CC)=O)[C:6]([O:8][CH2:9][CH3:10])=[O:7])C.[C:16]1([CH2:22][C:23]([NH2:25])=[NH:24])[CH:21]=[CH:20][CH:19]=[CH:18][CH:17]=1>>[CH2:22]([C:23]1[N:25]=[C:11]([OH:13])[C:5]([C:6]([O:8][CH2:9][CH3:10])=[O:7])=[CH:4][N:24]=1)[C:16]1[CH:21]=[CH:20][CH:19]=[CH:18][CH:17]=1. Procedure: The title compound was prepared by (a) reaction of diethyl ethoxymethylenemalonate (11 g, 52 mmol) with phenylacetamidine (8 g, 60 mmol) to afford 40% of ethyl 2-benzyl-4-hydroxypyrimidine-5-carboxylate in analogy to Example 15, (b) reaction of 2-benzyl-4-hydroxypyrimidine-5-carboxylate (3 g, 12 mmol) with POCl3 (18 g, 116 mmol) to afford 45% of 2-benzyl-4-chloropyrimidine-5-carboxylate in analogy to Example 7, (c) reaction of 2-benzyl-4-chloropyrimidine-5-carboxylate (1.5 g, 5.5 mmol) with hydr... Reaction SMILES: [C:1](#[N:2])[c:3]1[nH:4][cH:5][c:6](-[c:8]2[c:9]([Cl:15])[cH:10][c:11]([Cl:14])[cH:12][cH:13]2)[n:7]1.[CH3:18][N:19]([P:20](=[O:21])([N:22]([CH3:23])[CH3:24])[Cl:25])[CH3:26].[H-:16].[Na+:17].[O:28]1[CH2:29][CH2:30][CH2:31][CH2:32]1.[OH2:27]>>[C:1](#[N:2])[c:3]1[n:4]([P:20]([N:19]([CH3:18])[CH3:26])(=[O:21])[N:22]([CH3:23])[CH3:24])[cH:5][c:6](-[c:8]2[c:9]([Cl:15])[cH:10][c:11]([Cl:14])[cH:12][cH:13]2)[n:7]1. Yields the product CN(C)P(=O)(N(C)C)n1cc(-c2ccc(Cl)cc2Cl)nc1C#N. Reactants: N#Cc1nc(-c2ccc(Cl)cc2Cl)c[nH]1, CN(C)P(=O)(Cl)N(C)C, [H-], [Na+], C1CCOC1, O. Reaction SMILES: [O:1]1[CH2:2][CH2:3][CH2:4][CH2:5]1.[O:24]=[C:25]1[NH:26][C:27](=[O:28])[c:29]2[cH:30][cH:31][cH:32][cH:33][c:34]21.[O:6]([c:7]1[cH:8][cH:9][cH:10][cH:11][cH:12]1)[c:13]1[cH:14][c:15]2[c:16]([cH:17][c:18]([CH2:20][OH:21])[o:19]2)[cH:22][cH:23]1.[OH2:54].[c:35]1([P:36]([c:37]2[cH:38][cH:39][cH:40][cH:41][cH:42]2)[c:43]2[cH:44][cH:45][cH:46][cH:47][cH:48]2)[cH:49][cH:50][cH:51][cH:52][cH:53]1>>[O:6]([c:7]1[cH:8][cH:9][cH:10][cH:11][cH:12]1)[c:13]1[cH:14][c:15]2[c:16]([cH:17][c:18]([CH2:20][N:26]3[C:25](=[O:24])[c:34]4[c:29]([cH:30][cH:31][cH:32][cH:33]4)[C:27]3=[O:28])[o:19]2)[cH:22][cH:23]1. The reactants are C1CCOC1, O=C1NC(=O)c2ccccc21, OCc1cc2ccc(Oc3ccccc3)cc2o1, O, c1ccc(P(c2ccccc2)c2ccccc2)cc1. Product: O=C1c2ccccc2C(=O)N1Cc1cc2ccc(Oc3ccccc3)cc2o1. Reactants: [N+](=O)([O-])NC1=NON=C1[N+](=O)[O-] (3-Nitroamino-4-nitrofurazan), NC(=N)N (guanidine), NC(=N)N (Guanidine). The solvent is CO (methanol), CO (methanol). Conditions: time 10 minute. The product is N([N+](=O)[O-])C1=NON=C1[N+](=O)[O-].NC(=[NH2+])N (Guanidinium 3-Nitramino-4-Nitrofurazan). As a reaction SMILES: [N+:1]([NH:4][C:5]1[C:9]([N+:10]([O-:12])=[O:11])=[N:8][O:7][N:6]=1)([O-:3])=[O:2].[NH2:13][C:14]([NH2:16])=[NH:15]>CO>[NH:4]([C:5]1[C:9]([N+:10]([O-:12])=[O:11])=[N:8][O:7][N:6]=1)[N+:1]([O-:3])=[O:2].[NH2:15][C:14]([NH2:16])=[NH2+:13] |f:3.4|. Procedure: A clean dry 3 neck round bottom flask was equipped with magnetic stirring bar, thermocouple, and nitrogen inlet is placed in an ice bath. 3-Nitroamino-4-nitrofurazan (1.75 grams; 0.1 mol) was added with 5 mls dry methanol. Guanidine (0.59 grams; 0.01 mol) was preweighed into a vial and dissolved in 5 ml dry methanol. The guanidine-containing mixture was added over 5 minutes while the temperature did not exceed 10° C. The resulting mixture was stirred cold for 10 min, and then stirred for an addi...